The task is: describe an organic reaction: reactants, conditions, products, and yield. This data is from the Open Reaction Database (ORD), a public repository of structured organic reaction records. Reactants: C(C)N(C(=O)C1=C(C=CC=C1)S(=O)C=1[C@@H]([C@H]2N(C1C(=O)OCC1=CC=C(C=C1)[N+](=O)[O-])C([C@@H]2[C@@H](C)O[Si](C)(C)C(C)(C)C)=O)C)CC (4-nitrobenzyl (1R, 5S,6S)-2-(2-diethylcarbamoylphenylsulfinyl)-1-methyl-6-[1(R)-t-butyldimethylsilyloxyethyl]-1-carbapen-2-em-3-carboxylate), [N+](=O)([O-])C1=CC=C(COC(=O)NCCS)C=C1 (2-(4-nitrobenzyloxycarbonyl)aminoethylmercaptan). Yields the product [Si](C)(C)(C(C)(C)C)O[C@H](C)[C@@H]1[C@@H]2N(C(=C([C@@H]2C)SCCNC(=O)OCC2=CC=C(C=C2)[N+](=O)[O-])C(=O)OCC2=CC=C(C=C2)[N+](=O)[O-])C1=O (4-Nitrobenzyl (1R, 5S,6S)-6-[1(R)-t-butyldimethylsilyloxyethyl]-1-methyl-2-[2-(4-nitrobenzyloxycarbonyl)aminoethylthio]-1-carbapen-2-em-3-carboxylate). Isolated yield 92.0%. As a reaction SMILES: C(N(CC)C(C1C=CC=CC=1S([C:14]1[C@H:15]([CH3:45])[C@@H:16]2[C@@H:33]([C@H:34]([O:36][Si:37]([C:40]([CH3:43])([CH3:42])[CH3:41])([CH3:39])[CH3:38])[CH3:35])[C:32](=[O:44])[N:17]2[C:18]=1[C:19]([O:21][CH2:22][C:23]1[CH:28]=[CH:27][C:26]([N+:29]([O-:31])=[O:30])=[CH:25][CH:24]=1)=[O:20])=O)=O)C.[N+:48]([C:51]1[CH:64]=[CH:63][C:54]([CH2:55][O:56][C:57]([NH:59][CH2:60][CH2:61][SH:62])=[O:58])=[CH:53][CH:52]=1)([O-:50])=[O:49]>>[Si:37]([O:36][C@@H:34]([C@H:33]1[C:32](=[O:44])[N:17]2[C:18]([C:19]([O:21][CH2:22][C:23]3[CH:28]=[CH:27][C:26]([N+:29]([O-:31])=[O:30])=[CH:25][CH:24]=3)=[O:20])=[C:14]([S:62][CH2:61][CH2:60][NH:59][C:57]([O:56][CH2:55][C:54]3[CH:63]=[CH:64][C:51]([N+:48]([O-:50])=[O:49])=[CH:52][CH:53]=3)=[O:58])[C@H:15]([CH3:45])[C@H:16]12)[CH3:35])([C:40]([CH3:41])([CH3:42])[CH3:43])([CH3:39])[CH3:38]. Procedure details: Following a procedure similar to that described in Example 18, but using 4-nitrobenzyl (1R, 5S,6S)-2-(2-diethylcarbamoylphenylsulfinyl)-1-methyl-6-[1(R)-t-butyldimethylsilyloxyethyl]-1-carbapen-2-em-3-carboxylate (prepared as described in Example 39) and 2-(4-nitrobenzyloxycarbonyl)aminoethylmercaptan as starting materials, in relative proportions similar to those used in that Example, the title compound was obtained as a foam-like solid in a yield of 92%. The reactants are CC(=O)Nc1ccc2[nH]c(C(=O)OC(C)(C)C)nc2c1, ClCCl, O=C(O)C(F)(F)F. Product: CC(=O)Nc1ccc2[nH]c(C(=O)O)nc2c1. RXN SMILES: [C:8]([CH3:9])(=[O:10])[NH:11][c:12]1[cH:13][c:14]2[c:15]([nH:16][c:17]([C:19](=[O:20])[O:21][C:22]([CH3:23])([CH3:24])[CH3:25])[n:18]2)[cH:26][cH:27]1.[Cl:28][CH2:29][Cl:30].[OH:1][C:2]([C:3]([F:4])([F:5])[F:6])=[O:7]>>[C:8]([CH3:9])(=[O:10])[NH:11][c:12]1[cH:13][c:14]2[c:15]([nH:16][c:17]([C:19](=[O:20])[OH:21])[n:18]2)[cH:26][cH:27]1. Reactants: OC1(C(N(C2=CC=CC=C12)CCCCC)=O)C1=CC2=C(OCO2)C=C1CO (3-hydroxy-3-[6-(hydroxymethyl)-1,3-benzodioxol-5-yl]-1-pentyl-1,3-dihydro-2H-indol-2-one), C1(CC1)CCN1C(C(C2=CC=CC=C12)(CO)C1=CC2=C(OCO2)C=C1O)=O (1-(2-cyclopropylethyl)-3-(6-hydroxy-1,3-benzodioxol-5-yl)-3-(hydroxymethyl)-1,3-dihydro-2H-indol-2-one). Product: C(CCCC)N1C(C2(C3=CC=CC=C13)OCC=1C2=CC2=C(OCO2)C1)=O (1′-pentyl-7H-spiro[furo[3,4-f][1,3]benzodioxole-5,3′-indol]-2′(1′H)-one). As a reaction SMILES: O[C:2]1([C:17]2[C:25]([CH2:26][OH:27])=[CH:24][C:20]3[O:21][CH2:22][O:23][C:19]=3[CH:18]=2)[C:10]2[C:5](=[CH:6][CH:7]=[CH:8][CH:9]=2)[N:4]([CH2:11][CH2:12][CH2:13][CH2:14][CH3:15])[C:3]1=[O:16].C1(CCN2C3C(=CC=CC=3)C(C3C(O)=CC4OCOC=4C=3)(CO)C2=O)CC1>>[CH2:11]([N:4]1[C:5]2[C:10](=[CH:9][CH:8]=[CH:7][CH:6]=2)[C:2]2([C:17]3=[CH:18][C:19]4[O:23][CH2:22][O:21][C:20]=4[CH:24]=[C:25]3[CH2:26][O:27]2)[C:3]1=[O:16])[CH2:12][CH2:13][CH2:14][CH3:15]. Procedure: Following the procedure as described in EXAMPLE 1, and making non-critical variations using 3-hydroxy-3-[6-(hydroxymethyl)-1,3-benzodioxol-5-yl]-1-pentyl-1,3-dihydro-2H-indol-2-one to replace 1-(2-cyclopropylethyl)-3-(6-hydroxy-1,3-benzodioxol-5-yl)-3-(hydroxymethyl)-1,3-dihydro-2H-indol-2-one, the title compound was obtained (45%) as a colorless solid: mp 113-115° C.; 1H NMR (300 MHz, CDCl3) δ7.24-7.33 (m, 1H), 7.12 (dd, 1H), 7.01 (t, 1H), 6.87 (d, 1H), 6.74 (s, 1H), 6.15 (s, 1H), 5.92 (dd, 2H)... The reactants are ClN1C(CCC1=O)=O (N-chlorosuccinimide), N1CCC(CC1)N1C(NC2=C(CC1)C=CC=C2)=O (3-piperidin-4-yl-1,3,4,5-tetrahydro-benzo[d][1,3]diazepin-2-one). Run in C(Cl)(Cl)(Cl)Cl (carbon tetrachloride). The product is ClC1=CC2=C(NC(N(CC2)C2CCNCC2)=O)C=C1 (7-chloro-3-piperidin-4-yl-1,3,4,5-tetrahydro-benzo[d][1,3]diazepin-2-one). Reaction SMILES: [Cl:1]N1C(=O)CCC1=O.[NH:9]1[CH2:14][CH2:13][CH:12]([N:15]2[CH2:21][CH2:20][C:19]3[CH:22]=[CH:23][CH:24]=[CH:25][C:18]=3[NH:17][C:16]2=[O:26])[CH2:11][CH2:10]1>C(Cl)(Cl)(Cl)Cl>[Cl:1][C:23]1[CH:24]=[CH:25][C:18]2[NH:17][C:16](=[O:26])[N:15]([CH:12]3[CH2:11][CH2:10][NH:9][CH2:14][CH2:13]3)[CH2:21][CH2:20][C:19]=2[CH:22]=1. Reported procedure: 801 mg (6.00 mmol) N-chlorosuccinimide were added to 1.23 g (5.00 mmol) 3-piperidin-4-yl-1,3,4,5-tetrahydro-benzo[d][1,3]diazepin-2-one in 10.0 mL carbon tetrachloride and the mixture was refluxed for 72 h. The solvent was eliminated i. vac. and the crude product was purified by flash chromatography. The fractions containing the product were concentrated by rotary evaporation and purified by preparative HPLC. Reactants: Cl, O=c1[nH]c2ccc([N+](=O)[O-])cc2o1, O, [Sn]. Product: Nc1ccc2[nH]c(=O)oc2c1. As a reaction SMILES: [ClH:15].[N+:1]([O-:2])(=[O:3])[c:4]1[cH:5][c:6]2[c:7]([nH:8][c:9](=[O:11])[o:10]2)[cH:12][cH:13]1.[OH2:16].[Sn:14]>>[NH2:1][c:4]1[cH:5][c:6]2[c:7]([nH:8][c:9](=[O:11])[o:10]2)[cH:12][cH:13]1.